This data is from the Open Reaction Database (ORD), a public repository of structured organic reaction records. The task is: describe an organic reaction: reactants, conditions, products, and yield Starting materials: C(C)C(CC)(C1=CC(=C(C=C1)OCC(C(C)C)(C(C)C)O)C)C1=CC(=C(C(=O)O)C=C1)C (4-{1-ethyl-1-[4-(2-hydroxy-2-isopropyl-3-methyl-butoxy)-3-methyl-phenyl]-propyl}-2-methyl-benzoic acid), Cl.COC(CN)=O (glycine methyl ester hydrochloride). Yields the product COC(CNC(C1=C(C=C(C=C1)C(CC)(C1=CC(=C(C=C1)OCC(C(C)C)(C(C)C)O)C)CC)C)=O)=O ((4-{1-Ethyl-1-[4-(2-hydroxy-2-isopropyl-3-methyl-butoxy)-3-methyl-phenyl]-propyl}-2-methyl-benzoylamino)-acetic acid methyl ester). Yield: 86.8%. Reaction SMILES: [CH2:1]([C:3]([C:23]1[CH:31]=[CH:30][C:26]([C:27](O)=[O:28])=[C:25]([CH3:32])[CH:24]=1)([C:6]1[CH:11]=[CH:10][C:9]([O:12][CH2:13][C:14]([OH:21])([CH:18]([CH3:20])[CH3:19])[CH:15]([CH3:17])[CH3:16])=[C:8]([CH3:22])[CH:7]=1)[CH2:4][CH3:5])[CH3:2].Cl.[CH3:34][O:35][C:36](=[O:39])[CH2:37][NH2:38]>>[CH3:34][O:35][C:36](=[O:39])[CH2:37][NH:38][C:27](=[O:28])[C:26]1[CH:30]=[CH:31][C:23]([C:3]([CH2:4][CH3:5])([C:6]2[CH:11]=[CH:10][C:9]([O:12][CH2:13][C:14]([OH:21])([CH:18]([CH3:19])[CH3:20])[CH:15]([CH3:16])[CH3:17])=[C:8]([CH3:22])[CH:7]=2)[CH2:1][CH3:2])=[CH:24][C:25]=1[CH3:32] |f:1.2|. Reported procedure: Using a procedure analogous to Example 1J, 4-{1-ethyl-1-[4-(2-hydroxy-2-isopropyl-3-methyl-butoxy)-3-methyl-phenyl]-propyl}-2-methyl-benzoic acid (0.30 g, 0.68 mmol) and glycine methyl ester hydrochloride (0.094 g, 0.75 mmol) gives the titled compound (0.30 g, 0.59 mmol, 86%). Run in CS(=O)C (DMSO). Product: CC1C2=C(C(NC1)=O)C=C(N2)C=2C=CC=C1C=CC(=NC21)NC2=CC=CC=C2 (rac-7-methyl-2-(2-(phenylamino)quinolin-8-yl)-6,7-dihydro-1H-pyrrolo[3,2-c]pyridin-4(5H)-one). Isolated yield 40.1%. As a reaction SMILES: [Li+].C[Si]([N-][Si](C)(C)C)(C)C.[NH2:11][C:12]1[CH:17]=[CH:16][CH:15]=[CH:14][CH:13]=1.Cl[C:19]1[CH:28]=[CH:27][C:26]2[C:21](=[C:22]([C:29]3[NH:37][C:36]4[CH:35]([CH3:38])[CH2:34][NH:33][C:32](=[O:39])[C:31]=4[CH:30]=3)[CH:23]=[CH:24][CH:25]=2)[N:20]=1.C(O)(C(F)(F)F)=O>CS(C)=O>[CH3:38][CH:35]1[CH2:34][NH:33][C:32](=[O:39])[C:31]2[CH:30]=[C:29]([C:22]3[CH:23]=[CH:24][CH:25]=[C:26]4[C:21]=3[N:20]=[C:19]([NH:11][C:12]3[CH:17]=[CH:16][CH:15]=[CH:14][CH:13]=3)[CH:28]=[CH:27]4)[NH:37][C:36]1=2 |f:0.1|. Starting materials: [Li+].C[Si](C)(C)[N-][Si](C)(C)C (LHMDS), NC1=CC=CC=C1 (aniline), ClC1=NC2=C(C=CC=C2C=C1)C1=CC=2C(NCC(C2N1)C)=O (rac-2-(2-chloroquinolin-8-yl)-7-methyl-6,7-dihydro-1H-pyrrolo[3,2-c]pyridin-4(5H)-one), [Li+].C[Si](C)(C)[N-][Si](C)(C)C (LHMDS), C(=O)(C(F)(F)F)O (TFA). Reported procedure: A solution of LHMDS (1.0 M in THF; 2.197 ml, 2.197 mmol), aniline (0.200 ml, 2.197 mmol), and 2-(2-chloroquinolin-8-yl)-7-methyl-6,7-dihydro-1H-pyrrolo[3,2-c]pyridin-4(5H)-one (Example 27; 0.137 g, 0.439 mmol) was stirred at RT for 1.5 h. An additional 2 equiv LHMDS (1.0 M in THF) was added, and the reaction was stirred overnight. The reaction was concentrated under N2, treated with DMSO and TFA (0.474 ml, 6.15 mmol), filtered, and purified by rpHPLC (Phenomenex Gemini 150×30 mm C18 column, 10-8... Conditions: time 8 hour. The reactants are CC(=O)C1=CC(=C(C=C1)F)C(F)(F)F (4-Fluoro-3-(trifluoromethyl)acetophenone), [Se](=O)=O (selenium dioxide). Product: FC1=C(C=C(C=C1)C(C=O)=O)C(F)(F)F ((4-fluoro-3-trifluoromethylphenyl)-oxoacetaldehyde). RXN SMILES: [CH3:1][C:2]([C:4]1[CH:9]=[CH:8][C:7]([F:10])=[C:6]([C:11]([F:14])([F:13])[F:12])[CH:5]=1)=[O:3].[Se](=O)=[O:16]>>[F:10][C:7]1[CH:8]=[CH:9][C:4]([C:2](=[O:3])[CH:1]=[O:16])=[CH:5][C:6]=1[C:11]([F:14])([F:12])[F:13]. Procedure: 4-Fluoro-3-(trifluoromethyl)acetophenone (2 g, 9.70 mmol) was reacted with selenium dioxide (1.6 g, 14.6 mmol) using the method described in Example 1 to give crude (4-fluoro-3-trifluoromethylphenyl)-oxoacetaldehyde as a yellow oil: m/z (ES+) 221. The reactants are CC1=NC(=C(C(=N1)C)C(=O)OCC)C (Ethyl 2,4,6-trimethylpyrimidine-5-carboxylate), [H-].[Al+3].[Li+].[H-].[H-].[H-] (lithium aluminium hydride). The solvent is O1CCCC1 (tetrahydrofuran). Product: OCC=1C(=NC(=NC1C)C)C (5-(hydroxymethyl)-2,4,6-trimethylpyrimidine). Reaction SMILES: [CH3:1][C:2]1[N:7]=[C:6]([CH3:8])[C:5]([C:9](OCC)=[O:10])=[C:4]([CH3:14])[N:3]=1.[H-].[Al+3].[Li+].[H-].[H-].[H-]>O1CCCC1>[OH:10][CH2:9][C:5]1[C:6]([CH3:8])=[N:7][C:2]([CH3:1])=[N:3][C:4]=1[CH3:14] |f:1.2.3.4.5.6|. Reported procedure: (a) Ethyl 2,4,6-trimethylpyrimidine-5-carboxylate [11.0 g; prepared according to Urban & Shnider, Helv. Chim Acta, 41, 1806 (1958)] was stirred with a slight excess of lithium aluminium hydride in dry tetrahydrofuran (100 ml) at room temperature for 2 hr. The solvent was evaporated and the residue was shaken with a little water. The dried (MgSO4) ethyl acetate extract was evaporated and the residue was purified by column chromotography over alumina with ethyl acetate elution to give 5-(hydroxyme... Reactants: CCC[C@@H](C(=O)OCC)N[C@@H](C)C(=O)N1[C@H]2CCCC[C@H]2C[C@@H]1C(=O)OCC3=CC=CC=C3 (Perindopril benzyl ester), O (water). The reagents and catalysts are [Pd] (Palladium on carbon). Solvent: C1CCCCC1 (cyclohexane). Conditions: time 3 hour. Product: CCC[C@@H](C(=O)OCC)N[C@@H](C)C(=O)N1[C@H]2CCCC[C@H]2C[C@H]1C(=O)O (Perindopril). As a reaction SMILES: [CH3:1][CH2:2][CH2:3][C@H:4]([NH:10][C@H:11]([C:13]([N:15]1[C@@H:23]([C:24]([O:26]CC2C=CC=CC=2)=[O:25])[CH2:22][C@H:21]2[C@@H:16]1[CH2:17][CH2:18][CH2:19][CH2:20]2)=[O:14])[CH3:12])[C:5]([O:7][CH2:8][CH3:9])=[O:6].O>C1CCCCC1.[Pd]>[CH3:1][CH2:2][CH2:3][C@H:4]([NH:10][C@H:11]([C:13]([N:15]1[C@H:23]([C:24]([OH:26])=[O:25])[CH2:22][C@H:21]2[C@@H:16]1[CH2:17][CH2:18][CH2:19][CH2:20]2)=[O:14])[CH3:12])[C:5]([O:7][CH2:8][CH3:9])=[O:6]. Reported procedure: The Perindopril benzyl ester (20 g, 0.0436 moles) was dissolved in cyclohexane (80 ml) in a round bottom flask and the resulting solution was transferred into a hydrogenation bottle. To this was added 10% Palladium on carbon (10% loading), followed by water (70 ml). The reaction mixture was hydrogenated at 27° C. for 3 hrs, under 60 psi pressure when the reaction was complete. The reaction mixture was filtered off and the residue was washed with cyclohexane (20 ml). The filtrate was allowed to s... The reactants are C1(=CCCCC1)C=1C=C2C(=C(C(N(C2=NC1)C)=O)C(CCC(=O)OC)=O)O (Methyl 4-(6-cyclohexenyl-4-hydroxy-1-methyl-2-oxo-1,2-dihydro-1,8-naphthyridin-3-yl)-4-oxobutanoate), C1=CCCCC1 (cyclohexene), OC1=C(C(N(C2=NC=C(C=C12)I)C)=O)C(CCC(=O)O)=O (4-(4-Hydroxy-6-iodo-1-methyl-2-oxo-1,2-dihydro-1,8-naphthyridin-3-yl)-4-oxobutanoic acid). Reagents/catalysts: [Pd] (Palladium). The product is C1(CCCCC1)C=1C=C2C(=C(C(N(C2=NC1)C)=O)C(CCC(=O)O)=O)O (4-(6-Cyclohexyl-4-hydroxy-1-methyl-2-oxo-1,2-dihydro-1,8-naphthyridin-3-yl)-4-oxobutanoic acid). RXN SMILES: [C:1]1([C:7]2[CH:8]=[C:9]3[C:14](=[N:15][CH:16]=2)[N:13]([CH3:17])[C:12](=[O:18])[C:11]([C:19](=[O:26])[CH2:20][CH2:21][C:22]([O:24]C)=[O:23])=[C:10]3[OH:27])[CH2:6][CH2:5][CH2:4][CH2:3][CH:2]=1.C1CCCCC=1.OC1C2C(=NC=C(I)C=2)N(C)C(=O)C=1C(=O)CCC(O)=O>[Pd]>[CH:1]1([C:7]2[CH:8]=[C:9]3[C:14](=[N:15][CH:16]=2)[N:13]([CH3:17])[C:12](=[O:18])[C:11]([C:19](=[O:26])[CH2:20][CH2:21][C:22]([OH:24])=[O:23])=[C:10]3[OH:27])[CH2:2][CH2:3][CH2:4][CH2:5][CH2:6]1. Procedure details: Methyl 4-(6-cyclohexenyl-4-hydroxy-1-methyl-2-oxo-1,2-dihydro-1,8-naphthyridin-3-yl)-4-oxobutanoate. The title compound is prepared by Palladium mediated Heck cross coupling reaction of cyclohexene and methyl 4-(4-hydroxy-6-iodo-1-methyl-2-oxo-1,2-dihydro-1,8-naphthyridin-3-yl)-4-oxobutanoate (Method 4) according to the procedure set forth in Heck, R. F.; Nolley, J. P. J. Org. Chem., 37, 2320-22 (1971). Starting materials: C(CCC)C=1N(C2=C(N1)SCC(=C2Cl)C=O)CC2=CC=C(C=C2)C=2C(=CC=CC2)S(=O)(=O)N=CN(C)C (4'-[(2-butyl-7-chloro-l,5-dihydro-6-formylthiopyrano-[2,3-d]-imidazol-1-yl)-methyl]-N-((dimethylamino)-methylene)-(1,1'-biphenyl)-2-sulfonamide), C(C)O (ethanol), Cl (hydrochloric acid), [OH-].[Na+] (sodium hydroxide). The solvent is O (water). Yields the product NS(=O)(=O)C1=C(C=CC=C1)C1=CC=C(C=C1)CN1C(=NC2=C1C=C(CS2)C(=O)OCC)CCCC (ethyl 1-[(2'-(aminosulfonyl)-(1, 1'-biphenyl)-4-yl)-methyl)-2-butyl-1,5-dihydro-thiopyrano-[2,3-d]-imidazol-6-carboxylate). RXN SMILES: [CH2:1]([C:5]1[N:6]([CH2:17][C:18]2[CH:23]=[CH:22][C:21]([C:24]3[C:25]([S:30]([N:33]=CN(C)C)(=O)=[O:31])=[CH:26][CH:27]=[CH:28][CH:29]=3)=[CH:20][CH:19]=2)[C:7]2[C:13](Cl)=[C:12]([CH:15]=[O:16])[CH2:11][S:10][C:8]=2[N:9]=1)[CH2:2][CH2:3][CH3:4].[CH2:38]([OH:40])[CH3:39].Cl.[OH-:42].[Na+]>O>[NH2:33][S:30]([C:25]1[CH:26]=[CH:27][CH:28]=[CH:29][C:24]=1[C:21]1[CH:20]=[CH:19][C:18]([CH2:17][N:6]2[C:7]3[CH:13]=[C:12]([C:15]([O:40][CH2:38][CH3:39])=[O:16])[CH2:11][S:10][C:8]=3[N:9]=[C:5]2[CH2:1][CH2:2][CH2:3][CH3:4])=[CH:23][CH:22]=1)(=[O:31])=[O:42] |f:3.4|. Reported procedure: 100.1 mg of the product of Example 15, 2 ml of ethanol and 0.1 ml of concentrated hydrochloric acid were refluxed for 4 hours 30 minutes and the mixture was cooled to ambient temperature, poured into 20 ml of water, neutralized with 2N sodium hydroxide and extracted with dichloromethane. The extracts were washed with water, dried,the solvent eliminated under reduced pressure and after chromatography on silica (eluant: AcOEt-cyclohexane 5-5), 34 mg of the expected product were obtained.